From a dataset of the Open Reaction Database (ORD), a public repository of structured organic reaction records. describe an organic reaction: reactants, conditions, products, and yield Reactants: [OH-].[Na+] (sodium hydroxide), suspension, NCC1CC1 (aminomethylcyclopropane), O (water), BrC(C(=O)Cl)CCCl (2-bromo-4-chlorobutyric acid chloride), product, ice. The reagents and catalysts are S(=O)(=O)(O)[O-].C(CCC)[N+](CCCC)(CCCC)CCCC (tetrabutylammonium hydrogensulfate). The solvent is ClCCl (dichloromethane), ClCCl (dichloromethane). The product is C1(CC1)CN1C(C(CC1)Br)=O (N-cyclopropylmethyl-3-bromopyrrolidine-2-one). Yield: 108.0%. As a reaction SMILES: [OH-].[Na+].[NH2:3][CH2:4][CH:5]1[CH2:7][CH2:6]1.[Br:8][CH:9]([CH2:13][CH2:14]Cl)[C:10](Cl)=[O:11].O>S([O-])(O)(=O)=O.C([N+](CCCC)(CCCC)CCCC)CCC.ClCCl>[CH:5]1([CH2:4][N:3]2[CH2:14][CH2:13][CH:9]([Br:8])[C:10]2=[O:11])[CH2:7][CH2:6]1 |f:0.1,5.6|. Reported procedure: In a 1.5-liter 4-necked flask, equipped with a stirrer, dropping funnel, reflux condenser, thermometer and argon inlet, 54.4 g sodium hydroxide pearls (1.36 mol) and 9.26 g tetrabutylammonium hydrogensulfate (27.3 mmol) were suspended with stirring at room temperature under argon in 500 ml dichloromethane. To the suspension 35.6 g aminomethylcyclopropane (500 mmol) were added. A solution of 100.0 g 2-bromo-4-chlorobutyric acid chloride (400 mmol, product of Example 1) in 100 ml dichloromethane w...